From a dataset of the Open Reaction Database (ORD), a public repository of structured organic reaction records. describe an organic reaction: reactants, conditions, products, and yield The reactants are O (Water), COC1=C(C(=CC(=C1OC)OC)C)Br (2,3,4-trimethoxy-6-methylbromobenzene), BrC=1C=CC(=C(C=O)C1C)OC (5-bromo-2-methoxy-6-methylbenzaldehyde), BrCCBr (1,2-dibromoethane). The solvent is O1CCCC1 (tetrahydrofuran). Conditions: temperature 30 celsius, time 2 hour. The product is BrC=1C=CC(=C(C(C2=C(C(=C(C=C2C)OC)OC)OC)O)C1C)OC (5-bromo-6,6′-dimethyl-2,2′, 3′, 4′-tetramethoxybenz-hydryl alcohol). Isolated yield 59.7%. Reaction SMILES: [CH3:1][O:2][C:3]1[C:8]([O:9][CH3:10])=[C:7]([O:11][CH3:12])[CH:6]=[C:5]([CH3:13])[C:4]=1Br.BrCCBr.[Br:19][C:20]1[CH:21]=[CH:22][C:23]([O:29][CH3:30])=[C:24]([C:27]=1[CH3:28])[CH:25]=[O:26].O>O1CCCC1>[Br:19][C:20]1[CH:21]=[CH:22][C:23]([O:29][CH3:30])=[C:24]([C:27]=1[CH3:28])[CH:25]([OH:26])[C:4]1[C:5]([CH3:13])=[CH:6][C:7]([O:11][CH3:12])=[C:8]([O:9][CH3:10])[C:3]=1[O:2][CH3:1]. Procedure: 2.36 g of 2,3,4-trimethoxy-6-methylbromobenzene and 0.32 g of agnesium turnings were initially charged in 5 ml of anhydrous tetrahydrofuran, 0.57 ml of 1,2-dibromoethane was added and the reaction mixture was heated at reflux temperature for about 40 min. After cooling to 30° C., 1.40 g of 5-bromo-2-methoxy-6-methylbenzaldehyde were added dropwise, and the solution was stirred for about two hours. Water/2N hydrochloric acid (1/1) was added, the aqueous phase was extracted with ethyl acetate, the... The reactants are C(C1=CC=CC=C1)OC1=C(C=C(C=C1)C(C)=O)CCOCC1=CC=CC=C1 (4'-Benzyloxy-3'-(2-benzyloxyethyl)acetophenone), C(C)(=O)O.Br (hydrogen bromide acetic acid), BrBr (bromine). The solvent is C(Cl)(Cl)Cl (chloroform), C(Cl)(Cl)Cl (chloroform). Product: C(C1=CC=CC=C1)OC1=C(C=C(C=C1)C(CBr)=O)CCOCC1=CC=CC=C1 (4'-benzyloxy-3'-(2-benzyloxyethyl)-2-bromoacetophenone). As a reaction SMILES: [CH2:1]([O:8][C:9]1[CH:14]=[CH:13][C:12]([C:15](=[O:17])[CH3:16])=[CH:11][C:10]=1[CH2:18][CH2:19][O:20][CH2:21][C:22]1[CH:27]=[CH:26][CH:25]=[CH:24][CH:23]=1)[C:2]1[CH:7]=[CH:6][CH:5]=[CH:4][CH:3]=1.C(O)(=O)C.[BrH:32].BrBr>C(Cl)(Cl)Cl>[CH2:1]([O:8][C:9]1[CH:14]=[CH:13][C:12]([C:15](=[O:17])[CH2:16][Br:32])=[CH:11][C:10]=1[CH2:18][CH2:19][O:20][CH2:21][C:22]1[CH:23]=[CH:24][CH:25]=[CH:26][CH:27]=1)[C:2]1[CH:3]=[CH:4][CH:5]=[CH:6][CH:7]=1 |f:1.2|. Reported procedure: 4'-Benzyloxy-3'-(2-benzyloxyethyl)acetophenone (8.0 g) and 0.4 ml of 30% hydrogen bromide acetic acid solution were dissolved in 80 ml of chloroform, and a solution of 1.1 ml of bromine in 30 ml of chloroform was added to the solution dropwise during 2 hours with stirring at room temperature. The reaction solution was concentrated under reduced pressure and the resulting residue was purified by silica gel medium pressure liquid column chromatography (eluent: hexane/diethyl ether=2/1) to give 3.9... Reactants: NS(=O)(=O)c1cccc(Cl)c1, CCC(=C(c1ccccc1)c1ccc(C=CC(=O)O)cc1)c1ccccc1. RXN SMILES: [Cl:28][c:29]1[cH:30][c:31]([S:35](=[O:36])(=[O:37])[NH2:38])[cH:32][cH:33][cH:34]1.[c:1]1([C:7](=[C:8]([CH2:9][CH3:10])[c:11]2[cH:12][cH:13][cH:14][cH:15][cH:16]2)[c:17]2[cH:18][cH:19][c:20]([CH:23]=[CH:24][C:25](=[O:26])[OH:27])[cH:21][cH:22]2)[cH:2][cH:3][cH:4][cH:5][cH:6]1>>[c:1]1([C:7](=[C:8]([CH2:9][CH3:10])[c:11]2[cH:12][cH:13][cH:14][cH:15][cH:16]2)[c:17]2[cH:18][cH:19][c:20]([CH:23]=[CH:24][C:25](=[O:26])[NH:38][S:35]([c:31]3[cH:30][c:29]([Cl:28])[cH:34][cH:33][cH:32]3)(=[O:36])=[O:37])[cH:21][cH:22]2)[cH:2][cH:3][cH:4][cH:5][cH:6]1. The product is CCC(=C(c1ccccc1)c1ccc(C=CC(=O)NS(=O)(=O)c2cccc(Cl)c2)cc1)c1ccccc1.